Dataset: the Open Reaction Database (ORD), a public repository of structured organic reaction records. Task: describe an organic reaction: reactants, conditions, products, and yield Reactants: COC(=O)CCCC#CCC1C(=O)CCCC1=O, ClC(Cl)Cl, CC(C)(C)OCl. Product: COC(=O)CCCC#CCC1(Cl)C(=O)CCCC1=O. RXN SMILES: [CH3:1][O:2][C:3]([CH2:4][CH2:5][CH2:6][C:7]#[C:8][CH2:9][CH:10]1[C:11](=[O:17])[CH2:12][CH2:13][CH2:14][C:15]1=[O:16])=[O:18].[CH:25]([Cl:26])([Cl:27])[Cl:28].[Cl:19][O:20][C:21]([CH3:22])([CH3:23])[CH3:24]>>[CH3:1][O:2][C:3]([CH2:4][CH2:5][CH2:6][C:7]#[C:8][CH2:9][C:10]1([Cl:19])[C:11](=[O:17])[CH2:12][CH2:13][CH2:14][C:15]1=[O:16])=[O:18].